From a dataset of the Open Reaction Database (ORD), a public repository of structured organic reaction records. describe an organic reaction: reactants, conditions, products, and yield The reactants are [Br-], [Li]CCCC, C[P+](c1ccccc1)(c1ccccc1)c1ccccc1, CCCCCC, CCCc1c(OCCCCC#N)ccc(C(=O)c2ccccc2OC)c1OC, C1CCOC1. Product: C=C(c1ccccc1OC)c1ccc(OCCCCC#N)c(CCC)c1OC. RXN SMILES: [Br-:34].[CH2:1]([Li:2])[CH2:3][CH2:4][CH3:5].[CH3:35][P+:36]([c:37]1[cH:38][cH:39][cH:40][cH:41][cH:42]1)([c:43]1[cH:44][cH:45][cH:46][cH:47][cH:48]1)[c:49]1[cH:50][cH:51][cH:52][cH:53][cH:54]1.[CH3:60][CH2:61][CH2:62][CH2:63][CH2:64][CH3:65].[CH3:6][O:7][c:8]1[c:9]([CH2:31][CH2:32][CH3:33])[c:10]([O:11][CH2:12][CH2:13][CH2:14][CH2:15][C:16]#[N:17])[cH:18][cH:19][c:20]1[C:21]([c:22]1[c:23]([O:28][CH3:29])[cH:24][cH:25][cH:26][cH:27]1)=[O:30].[O:55]1[CH2:56][CH2:57][CH2:58][CH2:59]1>>[CH2:1]=[C:21]([c:20]1[c:8]([O:7][CH3:6])[c:9]([CH2:31][CH2:32][CH3:33])[c:10]([O:11][CH2:12][CH2:13][CH2:14][CH2:15][C:16]#[N:17])[cH:18][cH:19]1)[c:22]1[c:23]([O:28][CH3:29])[cH:24][cH:25][cH:26][cH:27]1. Reactants: CN1Cc2cncn2-c2ccccc2C1=O, CN(C)C=O, O=C1CCC(=O)N1Cl, O. RXN SMILES: [CH3:1][N:2]1[CH2:3][c:4]2[n:5]([cH:14][n:15][cH:16]2)-[c:6]2[c:7]([cH:10][cH:11][cH:12][cH:13]2)[C:8]1=[O:9].[CH3:26][N:27]([CH3:28])[CH:29]=[O:30].[Cl:17][N:18]1[C:19](=[O:20])[CH2:21][CH2:22][C:23]1=[O:24].[OH2:25]>>[CH3:1][N:2]1[CH2:3][c:4]2[n:5]([cH:14][n:15][c:16]2[Cl:17])-[c:6]2[c:7]([cH:10][cH:11][cH:12][cH:13]2)[C:8]1=[O:9]. Product: CN1Cc2c(Cl)ncn2-c2ccccc2C1=O. The reactants are ClC1=NC(=C2NC=NC2=N1)Cl (2,6-Dichloropurine), C([O-])([O-])=O.[K+].[K+] (potasium carbonate), C1(CCCCC1)I (cyclohexyliodide). Solvent: CS(=O)C (DMSO). Yields the product ClC1=NC(=C2N=CN(C2=N1)C1CCCCC1)Cl (2,6-dichloro-9-cyclohexylpurine). Isolated yield 41.0%. Reaction SMILES: [Cl:1][C:2]1[N:10]=[C:9]2[C:5]([NH:6][CH:7]=[N:8]2)=[C:4]([Cl:11])[N:3]=1.C(=O)([O-])[O-].[K+].[K+].[CH:18]1(I)[CH2:23][CH2:22][CH2:21][CH2:20][CH2:19]1>CS(C)=O>[Cl:1][C:2]1[N:10]=[C:9]2[C:5]([N:6]=[CH:7][N:8]2[CH:18]2[CH2:23][CH2:22][CH2:21][CH2:20][CH2:19]2)=[C:4]([Cl:11])[N:3]=1 |f:1.2.3|. Reported procedure: 2,6-Dichloropurine (1 mmol), powdered potasium carbonate (1 mmol) and cyclohexyliodide (4 mmol) were vigorously stirred in 5 mL DMSO overnight. After evaporation of the solvent the product was extracted (water/diethylether) and purified by column chromatography (silicagel/1% MeOH in CHCl3). Crystallization from methanol gave the product in yield 41%, mp 116-121° C. The reactants are CC1=CC=C(C=C1)C=1CCN(CC1)CCCCN1C(C=2C(C1=O)=CC=CC2)=O (N-[4-{4-{4-methylphenyl)-1,2,3,6-tetrahydropyridin-1-yl}butyl]phthalimide), O.NN (hydrazine hydrate). The solvent is CO (methanol). The product is CC1=CC=C(C=C1)C=1CCN(CC1)CCCCN (4-[4-(4-methylphenyl)-1,2,3,6-tetrahydropyridin-1-yl]butylamine). Yield: 150.1%. RXN SMILES: [CH3:1][C:2]1[CH:7]=[CH:6][C:5]([C:8]2[CH2:9][CH2:10][N:11]([CH2:14][CH2:15][CH2:16][CH2:17][N:18]3C(=O)C4=CC=CC=C4C3=O)[CH2:12][CH:13]=2)=[CH:4][CH:3]=1.O.NN>CO>[CH3:1][C:2]1[CH:3]=[CH:4][C:5]([C:8]2[CH2:13][CH2:12][N:11]([CH2:14][CH2:15][CH2:16][CH2:17][NH2:18])[CH2:10][CH:9]=2)=[CH:6][CH:7]=1 |f:1.2|. Reported procedure: A solution of N-[4-{4-{4-methylphenyl)-1,2,3,6-tetrahydropyridin-1-yl}butyl]phthalimide (0.98 g), hydrazine hydrate [0.17 g) in methanol (10 ml) was stirred under reflux for 4 hours. After evaporation of the solvent, the crude residue was mixed with chloroform and 1N sodium hydroxide. The chloroform layer was separated, dried over magnesium sulfate and evaporated to give an oil of 4-[4-(4-methylphenyl)-1,2,3,6-tetrahydropyridin-1-yl]butylamine (0.96 g). Reactants: C(Br)(Br)(Br)Br (Carbon tetrabromide), C1(=CC=CC=C1)P(C1=CC=CC=C1)C1=CC=CC=C1 (triphenyl phosphine), C([O-])([O-])=O.[Na+].[Na+] (sodium carbonate), C(=O)[C@@H]1N(CCC1)C(=O)OC(C)(C)C ((R)-t-butyl 2-formyl-1-pyrrolidinecarboxylate). The solvent is C(C)(=O)OCC (Ethyl acetate), C(Cl)Cl (methylene chloride), C(Cl)Cl (methylene chloride), O (water). Run at temperature 0 celsius, time 1 hour. The product is BrC(=C[C@@H]1N(CCC1)C(=O)OC(C)(C)C)Br ((R)-t-Butyl 2-(2,2-dibromoethenyl)-1-pyrrolidinecarboxylate). Isolated yield 89.0%. Reaction SMILES: [C:1]([Br:5])(Br)(Br)[Br:2].C1(P(C2C=CC=CC=2)C2C=CC=CC=2)C=CC=CC=1.[CH:25]([C@H:27]1[CH2:31][CH2:30][CH2:29][N:28]1[C:32]([O:34][C:35]([CH3:38])([CH3:37])[CH3:36])=[O:33])=O.C(=O)([O-])[O-].[Na+].[Na+]>C(Cl)Cl.O.C(OCC)(=O)C>[Br:2][C:1]([Br:5])=[CH:25][C@H:27]1[CH2:31][CH2:30][CH2:29][N:28]1[C:32]([O:34][C:35]([CH3:36])([CH3:38])[CH3:37])=[O:33] |f:3.4.5|. Reported procedure: Carbon tetrabromide (49.2 g, 0.15 mol) in methylene chloride (150 mL) was added at 0° C. to a stirred solution of triphenyl phosphine (78.2 g, 0.30 mol) in methylene chloride (600 mL) under nitrogen. The solution was stirred at 0° C. for 1 hr. and (R)-t-butyl 2-formyl-1-pyrrolidinecarboxylate (21.9 g, 0.10 mol) was added. After 30 min. a solution of sodium carbonate (75 g, 0.75 mol) in water (300 mL) was added. The phases were separated and the aqueous phase was reextracted with methylene chlori... The reactants are C1CCOC1, CCOC(C)=O, COc1ccccc1N(C)C(=O)c1ccc(Cl)c(-c2ccc(C#N)nc2)c1, [K+], [K+], [Li+], O=C([O-])[O-], [OH-], O. Product: COc1ccccc1N(C)C(=O)c1ccc(Cl)c(-c2ccc(C(N)=O)nc2)c1. As a reaction SMILES: [CH2:41]1[O:42][CH2:43][CH2:44][CH2:45]1.[CH3:34][CH2:35][O:36][C:37]([CH3:38])=[O:39].[Cl:1][c:2]1[c:3](-[c:20]2[cH:21][n:22][c:23]([C:26]#[N:27])[cH:24][cH:25]2)[cH:4][c:5]([C:6](=[O:7])[N:8]([CH3:9])[c:10]2[c:11]([O:16][CH3:17])[cH:12][cH:13][cH:14][cH:15]2)[cH:18][cH:19]1.[K+:28].[K+:29].[Li+:47].[O-:30][C:31]([O-:32])=[O:33].[OH-:46].[OH2:40]>>[Cl:1][c:2]1[c:3](-[c:20]2[cH:21][n:22][c:23]([C:26]([NH2:27])=[O:30])[cH:24][cH:25]2)[cH:4][c:5]([C:6](=[O:7])[N:8]([CH3:9])[c:10]2[c:11]([O:16][CH3:17])[cH:12][cH:13][cH:14][cH:15]2)[cH:18][cH:19]1.